From a dataset of the Open Reaction Database (ORD), a public repository of structured organic reaction records. describe an organic reaction: reactants, conditions, products, and yield The solvent is O1CCOCC1 (dioxane), O (water). Procedure details: To a solution of the compound prepared in Example 255 (0.500 g) in dioxane (31 mL) and water (3 mL) was treated with sodium azide (0.143 g) at room temperature. The mixture was refluxed overnight. The solvent was evaporated in vacuo and the residue was distributed between ethyl acetate and water. The aqueous layer was extracted with more ethyl acetate, dried and evaporated in vacuo to obtain the title compound (0.534 g) having the following physical data. Isolated yield 94.7%. The product is N(=[N+]=[N-])CC1(CCN(CC1)C(=O)OC(C)(C)C)O (tert-Butyl 4-(azidomethyl)-4-hydroxypiperidine-1-carboxylate). The reactants are O1CC12CCN(CC2)C(=O)OC(C)(C)C (tert-Butyl 1-oxa-6-azaspiro[2.5]octane-6-carboxylate), [N-]=[N+]=[N-].[Na+] (sodium azide). As a reaction SMILES: [O:1]1[C:3]2([CH2:8][CH2:7][N:6]([C:9]([O:11][C:12]([CH3:15])([CH3:14])[CH3:13])=[O:10])[CH2:5][CH2:4]2)[CH2:2]1.[N-:16]=[N+:17]=[N-:18].[Na+]>O1CCOCC1.O>[N:16]([CH2:2][C:3]1([OH:1])[CH2:8][CH2:7][N:6]([C:9]([O:11][C:12]([CH3:15])([CH3:14])[CH3:13])=[O:10])[CH2:5][CH2:4]1)=[N+:17]=[N-:18] |f:1.2|. Starting materials: ClC=1C=C(C=CC1Cl)C(CC=C)C1(NC(C2=CC=C(C=C12)OC)=O)C (3-[1-(3,4-dichlorophenyl)but-3-enyl]-5-methoxy-3-methyl-2,3-dihydro-1H-isoindol-1-one), Cl.ClC=1C=C(C=CC1Cl)C(CCN1CCC(CC1)N1C(NCCC1)=O)C1N(C(C2=CC=C(C=C12)OC(C)C)=O)C (3-[1-(3,4-Dichlorophenyl)-3-(4-(2-oxoperhydropyrimidine-1-yl)piperidino)propyl]-5-isopropoxy-2-methyl-2,3-dihydroisoindol-1-one hydrochloride). The product is ClC=1C=C(C=CC1Cl)C(CC=O)C1N(C(C2=CC=C(C=C12)OC(C)C)=O)C (3-(3,4-dichlorophenyl)-3-(6-isopropoxy-2-methyl-3-oxo-2,3-dihydro-1H-isoindol-1-yl)propionaldehyde), alcohol. Reaction SMILES: ClC1C=C(C(C2(C)C3C(=CC=[C:19]([O:22]C)C=3)C(=O)N2)CC=C)C=CC=1Cl.Cl.[Cl:27][C:28]1[CH:29]=[C:30]([CH:35]([CH:51]2[C:59]3[C:54](=[CH:55][CH:56]=[C:57]([O:60][CH:61]([CH3:63])[CH3:62])[CH:58]=3)[C:53](=[O:64])[N:52]2[CH3:65])[CH2:36]CN2CCC(N3CCCNC3=O)CC2)[CH:31]=[CH:32][C:33]=1[Cl:34]>>[Cl:27][C:28]1[CH:29]=[C:30]([CH:35]([CH:51]2[C:59]3[C:54](=[CH:55][CH:56]=[C:57]([O:60][CH:61]([CH3:63])[CH3:62])[CH:58]=3)[C:53](=[O:64])[N:52]2[CH3:65])[CH2:36][CH:19]=[O:22])[CH:31]=[CH:32][C:33]=1[Cl:34] |f:1.2|. Procedure details: The intermediate 3-(3,4-dichlorophenyl)-3-(6-isopropoxy-2-methyl-3-oxo-2,3-dihydro-1H-isoindol-1-yl)propionaldehyde was prepared from 3-[1-(3,4-dichlorophenyl)but-3-enyl]-5-methoxy-3-methyl-2,3-dihydro-1H-isoindol-1-one (described at Example 30 sub-part c.) by treating the ether as described in Example 31 sub-part a. to give the corresponding alcohol, followed by a sequence similar to that described in Example 42 sub-parts a.-b.